This data is from the Open Reaction Database (ORD), a public repository of structured organic reaction records. The task is: describe an organic reaction: reactants, conditions, products, and yield Reactants: CN(C)C=O, Fc1ccc(C2=NOC(Cn3ccnn3)C2)cc1F, [H-], [Na+], c1c[nH]nn1. The product is Fc1cc(C2=NOC(Cn3ccnn3)C2)ccc1-n1ccnn1. Reaction SMILES: [CH3:27][N:28]([CH3:29])[CH:30]=[O:31].[F:8][c:9]1[cH:10][c:11]([C:16]2=[N:17][O:18][CH:19]([CH2:21][n:22]3[n:23][n:24][cH:25][cH:26]3)[CH2:20]2)[cH:12][cH:13][c:14]1[F:15].[H-:1].[Na+:2].[nH:3]1[n:4][n:5][cH:6][cH:7]1>>[n:3]1(-[c:14]2[c:9]([F:8])[cH:10][c:11]([C:16]3=[N:17][O:18][CH:19]([CH2:21][n:22]4[n:23][n:24][cH:25][cH:26]4)[CH2:20]3)[cH:12][cH:13]2)[n:4][n:5][cH:6][cH:7]1. The reactants are C1CCOC1, Clc1ncc(Cl)c(Cl)n1, CC(N)CNS(C)(=O)=O. Yields the product CC(CNS(C)(=O)=O)Nc1nc(Cl)ncc1Cl. As a reaction SMILES: [CH2:19]1[O:20][CH2:21][CH2:22][CH2:23]1.[Cl:10][c:11]1[n:12][cH:13][c:14]([Cl:18])[c:15]([Cl:17])[n:16]1.[NH2:1][CH:2]([CH2:3][NH:4][S:5](=[O:6])(=[O:7])[CH3:8])[CH3:9]>>[NH:1]([CH:2]([CH2:3][NH:4][S:5](=[O:6])(=[O:7])[CH3:8])[CH3:9])[c:15]1[c:14]([Cl:18])[cH:13][n:12][c:11]([Cl:10])[n:16]1.